This data is from the Open Reaction Database (ORD), a public repository of structured organic reaction records. The task is: describe an organic reaction: reactants, conditions, products, and yield Starting materials: O=C1CCC(=O)N1Br, O=C(OOC(=O)c1ccccc1)c1ccccc1, ClC(Cl)(Cl)Cl, Cc1ccc(-c2nnn(CCF)n2)cc1. Yields the product FCCn1nnc(-c2ccc(CBr)cc2)n1. As a reaction SMILES: [Br:16][N:17]1[C:18](=[O:19])[CH2:20][CH2:21][C:22]1=[O:23].[C:24]([O:25][O:26][C:27](=[O:28])[c:29]1[cH:30][cH:31][cH:32][cH:33][cH:34]1)(=[O:35])[c:36]1[cH:37][cH:38][cH:39][cH:40][cH:41]1.[C:42]([Cl:43])([Cl:44])([Cl:45])[Cl:46].[F:1][CH2:2][CH2:3][n:4]1[n:5][n:6][c:7](-[c:9]2[cH:10][cH:11][c:12]([CH3:15])[cH:13][cH:14]2)[n:8]1>>[F:1][CH2:2][CH2:3][n:4]1[n:5][n:6][c:7](-[c:9]2[cH:10][cH:11][c:12]([CH2:15][Br:16])[cH:13][cH:14]2)[n:8]1.